From a dataset of the Open Reaction Database (ORD), a public repository of structured organic reaction records. describe an organic reaction: reactants, conditions, products, and yield The reactants are O=C(NCC=1C=CC=CC1C(F)(F)F)C(C)(C)C. The reagents and catalysts are O=S(=O)([O-])CC=1C=NC(=CC1)C2=NC=C(C=C2)C.CCCC[N+](CCCC)(CCCC)CCCC, O1B(OC(C)(C)C1(C)C)B2OC(C)(C)C(O2)(C)C, C[OH2+].C[OH2+].C1CC=CCCC=C1.C1CC=CCCC=C1.[Ir].[Ir]. Solvent: O1CCCC1. Conditions: temperature 50 celsius, time 20 hour. The product is O=C(NCC1=CC(=CC=C1C(F)(F)F)B2OC(C)(C)C(O2)(C)C)C(C)(C)C, O=C(NCC1=CC=C(C=C1C(F)(F)F)B2OC(C)(C)C(O2)(C)C)C(C)(C)C. Yield: 19.0%. Procedure: Following general procedure F using N‐(2‐(trifluoromethyl)benzyl)pivalamide (64.8 mg, 0.25 mmol), B2pin2 (95 mg, 0.375 mmol), [Ir(COD)OMe]2 (2.5 mg, 0.00375 mmol) and 1A (3.8 mg, 0.0075 mmol) in THF (1.25 mL). The reaction wasstirred at 50 °C for 20 hours before cooling and the solvents removed. Analysis of crude 1 H NMR using internal standard 1,2‐dimethoxyethane showed 3.8:1 meta:para borylation in 91% yield. The crude product was purified by silica gel chromatography (Pet. Ether (40‐ 60):EtOA... The reactants are C(C(C)(C)C)N (Neopentylamine), [OH-].[Na+] (sodium hydroxide), ON1N=NC2=C1C=CC=C2 (1-Hydroxybenzotriazole), Cl.CN(CCCN=C=NCC)C (1-(3-dimethylaminopropyl)-3-ethylcarbodiimide hydrochloride), OCC=1C=CC2=C(N3C(=N2)SC(=C3)C(=O)O)C1 (6-hydroxymethylthiazolo[3,2-a]benzimidazole-2-carboxylic acid). Run in CN(C)C=O (DMF). Reaction conditions: time 2 hour. The product is OCC=1C=CC2=C(N3C(=N2)SC(=C3)C(=O)NCC(C)(C)C)C1 (6-Hydroxymethyl-N-neopentylthiazolo[3,2-a]benzimidazole-2-carboxamide). Reaction SMILES: ON1C2C=CC=CC=2N=N1.Cl.CN(C)CCCN=C=NCC.[OH:23][CH2:24][C:25]1[CH:26]=[CH:27][C:28]2[N:32]=[C:31]3[S:33][C:34]([C:36]([OH:38])=O)=[CH:35][N:30]3[C:29]=2[CH:39]=1.[CH2:40]([NH2:45])[C:41]([CH3:44])([CH3:43])[CH3:42].[OH-].[Na+]>CN(C=O)C>[OH:23][CH2:24][C:25]1[CH:26]=[CH:27][C:28]2[N:32]=[C:31]3[S:33][C:34]([C:36]([NH:45][CH2:40][C:41]([CH3:44])([CH3:43])[CH3:42])=[O:38])=[CH:35][N:30]3[C:29]=2[CH:39]=1 |f:1.2,5.6|. Procedure details: 1-Hydroxybenzotriazole (10.1 g) and 1-(3-dimethylaminopropyl)-3-ethylcarbodiimide hydrochloride (28.8 g) were added to a DMF (500 ml) suspension of 6-hydroxymethylthiazolo[3,2-a]benzimidazole-2-carboxylic acid (12.4 g), and the reaction mixture was stirred at room temperature for 2 hours. Neopentylamine (17.7 ml) was added to the reaction mixture, and the resulting reaction mixture was stirred at the same temperature for 2 hours. After completion of the reaction, the reaction mixture was poured ...